This data is from the Open Reaction Database (ORD), a public repository of structured organic reaction records. The task is: describe an organic reaction: reactants, conditions, products, and yield Reactants: C1(=CC=CC=C1)P(C1=CC=CC=C1)C1=CC=CC=C1 (Triphenylphosphine), C=C1CC(CC1)C(=O)OC (methyl 3-methylenecyclopentane carboxylate), ozonide, O=[O+][O-] (ozone). Solvent: ClCCl (dichloromethane). Reaction conditions: time 8 hour. The product is O=C1CC(CC1)C(=O)OC (Methyl 3-Oxocyclopentane Carboxylate). Isolated yield 54.0%. As a reaction SMILES: C=[C:2]1[CH2:6][CH2:5][CH:4]([C:7]([O:9][CH3:10])=[O:8])[CH2:3]1.[O:11]=[O+][O-].C1(P(C2C=CC=CC=2)C2C=CC=CC=2)C=CC=CC=1>ClCCl>[O:11]=[C:2]1[CH2:6][CH2:5][CH:4]([C:7]([O:9][CH3:10])=[O:8])[CH2:3]1. Reported procedure: A solution of methyl 3-methylenecyclopentane carboxylate (Trost, B. M., Chan, M. T., J. Am. Chem. Soc., 1983, 105, 2315) (2.84 g, 20.26 mmol) in dichloromethane (60 mL) was cooled to −78° C. and a slow stream of ozone was passed through until the permanent blue color indicated complete ozonide formation. The excess ozone was purged with stream of nitrogen. Triphenylphosphine (10.62 g, 40.52 mmol) was added, and stirring was continued overnight, allowing the temperature to warm up to ambient. Sol... The reactants are C[SiH](C)C1C(=O)N(C(C)(C)C)C1C=O, ICI, CCOCC, CC(C)[O-], CC(C)[O-], CC(C)[O-], CC(C)[O-], Cl, C1CCOC1, [Ti+4], [Zn]. The product is C=CC1C([SiH](C)C)C(=O)N1C(C)(C)C. Reaction SMILES: [C:4]([CH3:5])([CH3:6])([CH3:7])[N:8]1[C:9](=[O:17])[CH:10]([SiH:14]([CH3:15])[CH3:16])[CH:11]1[CH:12]=[O:13].[CH2:1]([I:2])[I:3].[CH3:18][CH2:19][O:20][CH2:21][CH3:22].[CH3:30][CH:31]([CH3:32])[O-:33].[CH3:35][CH:36]([CH3:37])[O-:38].[CH3:39][CH:40]([CH3:41])[O-:42].[CH3:43][CH:44]([CH3:45])[O-:46].[ClH:23].[O:24]1[CH2:25][CH2:26][CH2:27][CH2:28]1.[Ti+4:34].[Zn:29]>>[C:4]([CH3:5])([CH3:6])([CH3:7])[N:8]1[C:9](=[O:17])[CH:10]([SiH:14]([CH3:15])[CH3:16])[CH:11]1[CH:12]=[CH2:18]. Reactants: CCOC(=O)c1cccc(-c2nnc(CSCCOc3ccccc3)o2)c1, C1CCOC1, Cl, [Li+], [OH-], O. Product: O=C(O)c1cccc(-c2nnc(CSCCOc3ccccc3)o2)c1. Reaction SMILES: [CH2:1]([CH3:2])[O:3][C:4]([c:5]1[cH:6][c:7](-[c:11]2[o:12][c:13]([CH2:16][S:17][CH2:18][CH2:19][O:20][c:21]3[cH:22][cH:23][cH:24][cH:25][cH:26]3)[n:14][n:15]2)[cH:8][cH:9][cH:10]1)=[O:27].[CH2:32]1[O:33][CH2:34][CH2:35][CH2:36]1.[ClH:30].[Li+:28].[OH-:29].[OH2:31]>>[O:3]=[C:4]([c:5]1[cH:6][c:7](-[c:11]2[o:12][c:13]([CH2:16][S:17][CH2:18][CH2:19][O:20][c:21]3[cH:22][cH:23][cH:24][cH:25][cH:26]3)[n:14][n:15]2)[cH:8][cH:9][cH:10]1)[OH:27].